This data is from the Open Reaction Database (ORD), a public repository of structured organic reaction records. The task is: describe an organic reaction: reactants, conditions, products, and yield The reactants are CCO, O=C(CCl)COc1ccc(Cl)cn1, Cl, NNC(N)=O, O. The product is NC(=O)NN=C(CCl)COc1ccc(Cl)cn1. Reaction SMILES: [CH3:20][CH2:21][OH:22].[Cl:1][CH2:2][C:3]([CH2:4][O:5][c:6]1[n:7][cH:8][c:9]([Cl:12])[cH:10][cH:11]1)=[O:13].[ClH:14].[NH2:15][NH:16][C:17](=[O:18])[NH2:19].[OH2:23]>>[Cl:1][CH2:2][C:3]([CH2:4][O:5][c:6]1[n:7][cH:8][c:9]([Cl:12])[cH:10][cH:11]1)=[N:15][NH:16][C:17](=[O:18])[NH2:19]. Starting materials: CN(C)CC(N)CC(=O)OCc1ccccc1, O=S(=O)(Cl)c1ccc(-c2ccccn2)s1. Yields the product CN(C)CC(CC(=O)OCc1ccccc1)NS(=O)(=O)c1ccc(-c2ccccn2)s1. RXN SMILES: [NH2:1][CH:2]([CH2:3][C:4](=[O:5])[O:6][CH2:7][c:8]1[cH:9][cH:10][cH:11][cH:12][cH:13]1)[CH2:14][N:15]([CH3:16])[CH3:17].[n:18]1[c:19](-[c:24]2[cH:25][cH:26][c:27]([S:29](=[O:30])(=[O:31])[Cl:32])[s:28]2)[cH:20][cH:21][cH:22][cH:23]1>>[NH:1]([CH:2]([CH2:3][C:4](=[O:5])[O:6][CH2:7][c:8]1[cH:9][cH:10][cH:11][cH:12][cH:13]1)[CH2:14][N:15]([CH3:16])[CH3:17])[S:29]([c:27]1[cH:26][cH:25][c:24](-[c:19]2[n:18][cH:23][cH:22][cH:21][cH:20]2)[s:28]1)(=[O:30])=[O:31]. Starting materials: compound, CSC=1C=C(N)C=CC1 (3-methylthioaniline), C(C)OC=C(C(=O)OCC)C(=O)OCC (diethyl ethoxymethylenemalonate), ether-hexane. Solvent: C1(=CC=CC=C1)OC1=CC=CC=C1 (diphenyl ether). Conditions: temperature 135 celsius, time 90 minute. Product: OC1=C(C=NC2=CC(=CC=C12)SC)C(=O)OCC (ethyl 4-hydroxy-7-(methylsulfanyl)-3-quinolinecarboxylate). Reaction SMILES: [CH3:1][S:2][C:3]1[CH:4]=[C:5]([CH:7]=[CH:8][CH:9]=1)[NH2:6].C([O:12][CH:13]=[C:14]([C:20](OCC)=O)[C:15]([O:17][CH2:18][CH3:19])=[O:16])C>C1(OC2C=CC=CC=2)C=CC=CC=1>[OH:12][C:13]1[C:7]2[C:5](=[CH:4][C:3]([S:2][CH3:1])=[CH:9][CH:8]=2)[N:6]=[CH:20][C:14]=1[C:15]([O:17][CH2:18][CH3:19])=[O:16]. Procedure details: A neat mixture of 2.8 g of compound of 3-methylthioaniline and 4.0 g of diethyl ethoxymethylenemalonate is heated at 135° C. under a slow argon sweep for 1 h, then diluted with 25 mL of diphenyl ether and heated to 260° C., with maintenance of the argon sweep, and kept at that temperature for 90 min. The mixture is then cooled to ca 100° C. and added to 300 mL of stirred 1:1 ether-hexane. The precipitate is filtered, washed with hexane, and dried in vacuo to provide 1.35 g of crude material as a...